Task: describe an organic reaction: reactants, conditions, products, and yield. Dataset: the Open Reaction Database (ORD), a public repository of structured organic reaction records Reactants: N1N=NN=C1 (tetrazole), CC(C)N(C(C)C)P(OCC1=CC=CC=C1)OCC2=CC=CC=C2 (N-dibenzyloxyphosphanyl-N-isopropyl-propan-2-amine), ice water, C(C)NC(=O)NC1=NC2=C(N1)C(=C(C(=C2)C=2C=NC(=NC2)C(C)(C)O)F)[C@@H]2OCCC2 (1-ethyl-3-[6-fluoro-5-[2-(1-hydroxy-1-methyl-ethyl)pyrimidin-5-yl]-7-[(2R)-tetrahydrofuran-2-yl]-1H-benzimidazol-2-yl]urea), CC(C)N(C(C)C)P(OCC1=CC=CC=C1)OCC2=CC=CC=C2 (N-dibenzyloxyphosphanyl-N-isopropyl-propan-2-amine), C1=CC(=CC(=C1)Cl)C(=O)OO (mCPBA). The solvent is CN(C)C=O (DMF). Conditions: time 16 hour. Product: P(=O)(OCC1=CC=CC=C1)(OCC1=CC=CC=C1)OC(C)(C)C1=NC=C(C=N1)C1=CC2=C(NC(=N2)NC(=O)NCC)C(=C1F)[C@@H]1OCCC1 ((R)-dibenzyl 2-(5-(2-(3-ethylureido)-6-fluoro-7-(tetrahydrofuran-2-yl)-1H-benzo[d]imidazol-5-yl)pyrimidin-2-yl)propan-2-yl phosphate). Yield: 85.2%. As a reaction SMILES: [CH2:1]([NH:3][C:4]([NH:6][C:7]1[NH:11][C:10]2[C:12]([C@H:27]3[CH2:31][CH2:30][CH2:29][O:28]3)=[C:13]([F:26])[C:14]([C:16]3[CH:17]=[N:18][C:19]([C:22]([OH:25])([CH3:24])[CH3:23])=[N:20][CH:21]=3)=[CH:15][C:9]=2[N:8]=1)=[O:5])[CH3:2].N1C=NN=N1.CC(N([P:44]([O:53][CH2:54][C:55]1[CH:60]=[CH:59][CH:58]=[CH:57][CH:56]=1)[O:45][CH2:46][C:47]1[CH:52]=[CH:51][CH:50]=[CH:49][CH:48]=1)C(C)C)C.C1C=C(Cl)C=C(C(OO)=[O:69])C=1>CN(C=O)C>[P:44]([O:25][C:22]([C:19]1[N:18]=[CH:17][C:16]([C:14]2[C:13]([F:26])=[C:12]([C@H:27]3[CH2:31][CH2:30][CH2:29][O:28]3)[C:10]3[NH:11][C:7]([NH:6][C:4]([NH:3][CH2:1][CH3:2])=[O:5])=[N:8][C:9]=3[CH:15]=2)=[CH:21][N:20]=1)([CH3:24])[CH3:23])([O:45][CH2:46][C:47]1[CH:48]=[CH:49][CH:50]=[CH:51][CH:52]=1)([O:53][CH2:54][C:55]1[CH:56]=[CH:57][CH:58]=[CH:59][CH:60]=1)=[O:69]. Procedure details: To 1-ethyl-3-[6-fluoro-5-[2-(1-hydroxy-1-methyl-ethyl)pyrimidin-5-yl]-7-[(2R)-tetrahydrofuran-2-yl]-1H-benzimidazol-2-yl]urea (23) (10.24 g, 23.66 mmol) in a 1 L round bottom flask under N2 at 23° C. was added DMF (200 mL) followed by a solution of tetrazole (105.2 mL of 0.45 M in MeCN, 47.32 mmol) followed by N-dibenzyloxyphosphanyl-N-isopropyl-propan-2-amine (12.26 g, 11.93 mL, 35.49 mmol). After 4.5 h more N-dibenzyloxyphosphanyl-N-isopropyl-propan-2-amine (4 mL) was added. After stirring a f...